From a dataset of the Open Reaction Database (ORD), a public repository of structured organic reaction records. describe an organic reaction: reactants, conditions, products, and yield The reactants are [Si](C)(C)(C(C)(C)C)OC1=CC=C(C=C1)C1(CN(CC1)C(C1=CC(=C(C(=C1)OC)OC)OC)=O)CCCS(=O)(=O)[O-] (2-[3-[4-(tert-butyldimethylsilyloxy)-phenyl]-1-(3,4,5-trimethoxy-benzoyl)-pyrrolidin-3-yl]-ethyl-methanesulfonate), Cl.C1(=CC=CC=C1)C1(CCNCC1)C(=O)N (4-phenyl-piperidine-4-carboxylic acid amide hydrochloride). Product: [Si](C)(C)(C(C)(C)C)OC1=CC=C(C=C1)C1(CN(CC1)C(C1=CC(=C(C(=C1)OC)OC)OC)=O)CCN1CCC(CC1)(C(=O)N)C1=CC=CC=C1 (1-[2-[3-[4-(tert-butyldimethylsilyloxy)-phenyl]-1-(3,4,5-trimethoxy-benzoyl)-pyrrolidin-3-yl]-ethyl]-4-phenyl-piperidine-4-carboxylic acid amide). RXN SMILES: [Si:1]([O:8][C:9]1[CH:14]=[CH:13][C:12]([C:15]2([CH2:34][CH2:35]CS([O-])(=O)=O)[CH2:19][CH2:18][N:17]([C:20](=[O:33])[C:21]3[CH:26]=[C:25]([O:27][CH3:28])[C:24]([O:29][CH3:30])=[C:23]([O:31][CH3:32])[CH:22]=3)[CH2:16]2)=[CH:11][CH:10]=1)([C:4]([CH3:7])([CH3:6])[CH3:5])([CH3:3])[CH3:2].Cl.[C:42]1([C:48]2([C:54]([NH2:56])=[O:55])[CH2:53][CH2:52][NH:51][CH2:50][CH2:49]2)[CH:47]=[CH:46][CH:45]=[CH:44][CH:43]=1>>[Si:1]([O:8][C:9]1[CH:10]=[CH:11][C:12]([C:15]2([CH2:34][CH2:35][N:51]3[CH2:50][CH2:49][C:48]([C:42]4[CH:43]=[CH:44][CH:45]=[CH:46][CH:47]=4)([C:54]([NH2:56])=[O:55])[CH2:53][CH2:52]3)[CH2:19][CH2:18][N:17]([C:20](=[O:33])[C:21]3[CH:22]=[C:23]([O:31][CH3:32])[C:24]([O:29][CH3:30])=[C:25]([O:27][CH3:28])[CH:26]=3)[CH2:16]2)=[CH:13][CH:14]=1)([C:4]([CH3:7])([CH3:6])[CH3:5])([CH3:2])[CH3:3] |f:1.2|. Reported procedure: Prepare by the method of example 3.3 using 2-[3-[4-(tert-butyldimethylsilyloxy)-phenyl]-1-(3,4,5-trimethoxy-benzoyl)-pyrrolidin-3-yl]-ethyl-methanesulfonate (8 mmol) and 4-phenyl-piperidine-4-carboxylic acid amide hydrochloride (12 mmol). Chromatograph on silica gel to give the title compound. Starting materials: C=CCN(C(=O)c1ccc(N2CCN(CCCCC3(C(=O)NCC(F)(F)F)c4ccccc4-c4ccccc43)CC2)nc1)C1CCCCC1, ClCCl, CO. Product: CCCN(C(=O)c1ccc(N2CCN(CCCCC3(C(=O)NCC(F)(F)F)c4ccccc4-c4ccccc43)CC2)nc1)C1CCCCC1. Reaction SMILES: [CH2:1]([CH:2]=[CH2:3])[N:4]([C:5]([c:6]1[cH:7][n:8][c:9]([N:12]2[CH2:13][CH2:14][N:15]([CH2:18][CH2:19][CH2:20][CH2:21][C:22]3([C:35]([NH:36][CH2:37][C:38]([F:39])([F:40])[F:41])=[O:42])[c:23]4[cH:24][cH:25][cH:26][cH:27][c:28]4-[c:29]4[cH:30][cH:31][cH:32][cH:33][c:34]43)[CH2:16][CH2:17]2)[cH:10][cH:11]1)=[O:43])[CH:44]1[CH2:45][CH2:46][CH2:47][CH2:48][CH2:49]1.[CH2:52]([Cl:53])[Cl:54].[CH3:50][OH:51]>>[CH2:1]([CH2:2][CH3:3])[N:4]([C:5]([c:6]1[cH:7][n:8][c:9]([N:12]2[CH2:13][CH2:14][N:15]([CH2:18][CH2:19][CH2:20][CH2:21][C:22]3([C:35]([NH:36][CH2:37][C:38]([F:39])([F:40])[F:41])=[O:42])[c:23]4[cH:24][cH:25][cH:26][cH:27][c:28]4-[c:29]4[cH:30][cH:31][cH:32][cH:33][c:34]43)[CH2:16][CH2:17]2)[cH:10][cH:11]1)=[O:43])[CH:44]1[CH2:45][CH2:46][CH2:47][CH2:48][CH2:49]1.